Dataset: the Open Reaction Database (ORD), a public repository of structured organic reaction records. Task: describe an organic reaction: reactants, conditions, products, and yield The reactants are solution, Cl (hydrochloric acid), CC=1N=C(SC1[C@@H](CC)OC([C@@H](C1=CC=CC=C1)OC)=O)C1=CC=C(C=C1)C(F)(F)F ((−)-(R)-methoxy-phenyl-acetic acid (R)-1-[4-methyl-2-(4-trifluoromethyl-phenyl)-thiazol-5-yl]-propyl ester), molar solution, [OH-].[Na+] (sodium hydroxide). Solvent: O (water), O (water), C(C)O (ethanol), O1CCCC1 (tetrahydrofuran). Reaction conditions: temperature 0 celsius, time 15 minute. Product: CC=1N=C(SC1[C@@H](CC)O)C1=CC=C(C=C1)C(F)(F)F ((+)-(R)-1-[4-methyl-2-(4-trifluoromethyl-phenyl)-thiazol-5-yl]-propan-1-ol). Isolated yield 83.4%. As a reaction SMILES: [CH3:1][C:2]1[N:3]=[C:4]([C:22]2[CH:27]=[CH:26][C:25]([C:28]([F:31])([F:30])[F:29])=[CH:24][CH:23]=2)[S:5][C:6]=1[C@H:7]([O:10]C(=O)[C@H](OC)C1C=CC=CC=1)[CH2:8][CH3:9].[OH-].[Na+].Cl>O1CCCC1.C(O)C.O>[CH3:1][C:2]1[N:3]=[C:4]([C:22]2[CH:27]=[CH:26][C:25]([C:28]([F:31])([F:29])[F:30])=[CH:24][CH:23]=2)[S:5][C:6]=1[C@H:7]([OH:10])[CH2:8][CH3:9] |f:1.2|. Reported procedure: To a solution of 3.74 g of (−)-(R)-methoxy-phenyl-acetic acid (R)-1-[4-methyl-2-(4-trifluoromethyl-phenyl)-thiazol-5-yl]-propyl ester in 19 mL of tetrahydrofuran and 19 mL of ethanol at 0° C. was dropwise added 24.5 mL of a molar solution of sodium hydroxide in 20.4 mL of water. The resulting mixture was stirred at 0° C. for 15 minutes then 24.5 mL of a 5N solution of hydrochloric acid in 20.4 mL of water was added. After removal of the organic solvents under vacuum, the mixture was extracted wi...